From a dataset of the Open Reaction Database (ORD), a public repository of structured organic reaction records. describe an organic reaction: reactants, conditions, products, and yield Starting materials: ClC1=CC(=CC=2[C@H]3[C@H](NC(C12)=O)CN(C3)C(=O)OC(C)(C)C)C ((3aS,9bR)-tert-butyl 6-chloro-5-oxo-8-methyl-3,3a,4,5-tetrahydro-1H-pyrrolo[3,4-c]isoquinoline-2(9bH)-carboxylate), ClC1=C(C(=O)N(CC)CC)C=CC(=C1)C (2-Chloro-N,N-diethyl-4-methylbenzamide). Yields the product Cl.ClC1=CC(=CC=2[C@H]3[C@H](NC(C12)=O)CNC3)C ((3aS,9bR)-6-Chloro-8-methyl-2,3,3a,4-tetrahydro-1H-pyrrolo[3,4-c]isoquinolin-5(9bH)-one hydrochloride). Reaction SMILES: [Cl:1][C:2]1[C:11]2[C:10](=[O:12])[NH:9][C@@H:8]3[CH2:13][N:14](C(OC(C)(C)C)=O)[CH2:15][C@H:7]3[C:6]=2[CH:5]=[C:4]([CH3:23])[CH:3]=1.ClC1C=C(C)C=CC=1C(N(CC)CC)=O>>[ClH:1].[Cl:1][C:2]1[C:11]2[C:10](=[O:12])[NH:9][C@@H:8]3[CH2:13][NH:14][CH2:15][C@H:7]3[C:6]=2[CH:5]=[C:4]([CH3:23])[CH:3]=1 |f:2.3|. Procedure: Following the procedure described in Example 23, Part K, (3aS,9bR)-tert-butyl 6-chloro-5-oxo-8-methyl-3,3a,4,5-tetrahydro-1H-pyrrolo[3,4-c]isoquinoline-2(9bH)-carboxylate, the second eluting compound from Example 37, Part C, was converted into the title compound of Example 38 as an off-white solid. 1H NMR (DMSO-D6): δ 9.55 (broad s, 1H), 9.41 (broad s, 1H), 8.67 (s, 1H), 7.29 (s, 1H), 7.02 (s, 1H), 3.85-3.80 (m, 1H), 3.66-3.61 (m, 1H), 3.58-3.52 (m, 1H), 3.30-3.25 (m, 1H), 3.15-3.10 (m, 1H), 3.0... Starting materials: FC(C(C(F)(F)F)(O)C1=CC=C(N)C=C1)(F)F (4-(hexafluoro-2-hydroxy-2-propyl)aniline), C(C)(=O)NC1=CC=C(S(=O)(=O)Cl)C=C1 (N-acetylsulfanilyl chloride), Cl (HCl). The solvent is N1=CC=CC=C1 (pyridine). Conditions: time 2 hour. Product: C(C)(=O)NC1=CC=C(C=C1)S(=O)(=O)NC1=CC=C(C=C1)C(C(F)(F)F)(C(F)(F)F)O (4-acetamido-4'-(hexafluoro-2-hydroxy-2-propyl)benzenesulfonanilide). Reaction SMILES: [F:1][C:2]([F:17])([F:16])[C:3]([C:9]1[CH:15]=[CH:14][C:12]([NH2:13])=[CH:11][CH:10]=1)([OH:8])[C:4]([F:7])([F:6])[F:5].[C:18]([NH:21][C:22]1[CH:31]=[CH:30][C:25]([S:26](Cl)(=[O:28])=[O:27])=[CH:24][CH:23]=1)(=[O:20])[CH3:19].Cl>N1C=CC=CC=1>[C:18]([NH:21][C:22]1[CH:23]=[CH:24][C:25]([S:26]([NH:13][C:12]2[CH:14]=[CH:15][C:9]([C:3]([OH:8])([C:4]([F:6])([F:5])[F:7])[C:2]([F:16])([F:17])[F:1])=[CH:10][CH:11]=2)(=[O:28])=[O:27])=[CH:30][CH:31]=1)(=[O:20])[CH3:19]. Reported procedure: To 8.5 g (36 mmole) 4-(hexafluoro-2-hydroxy-2-propyl)aniline in 30 ml pyridine, add 7.8 g (30 mmole) N-acetylsulfanilyl chloride. Stir 2 hours, pour onto ice and acidify with concentrated HCl. Extract with Et2O, and wash this with 1N NaOH. Acidify the aqueous layer, extract with Et2O and dry and concentrate. Recrystallize from Et2O-hexane to give the product; m.p. 198°-200° C. Reactants: CC(C(=O)OC1=C(C(C2CC(CC12)C1OCCCO1)=O)C1=C(C=C(C=C1CC)C)CC)(C)C (2-(2,6-diethyl-4-methylphenyl)-5-(1,3-dioxan-2-yl)-3-oxo-3,3a,4,5,6,6a-hexahydropentalen-1-yl 2,2-dimethylpropanoate). Solvent: CO (methanol), [OH-].[Na+] (sodium hydroxide). Yields the product C(C)C1=C(C(=CC(=C1)C)CC)C1C(C2CC(CC2C1=O)C1OCCCO1)=O (2-(2,6-Diethyl-4-methylphenyl)-5-(1,3-dioxan-2-yl)tetrahydropentalene-1,3(2H,3aH)-dione). The yield is 85.9%. Reaction SMILES: CC(C)(C)C([O:5][C:6]1[CH:13]2[CH:9]([CH2:10][CH:11]([CH:14]3[O:19][CH2:18][CH2:17][CH2:16][O:15]3)[CH2:12]2)[C:8](=[O:20])[C:7]=1[C:21]1[C:26]([CH2:27][CH3:28])=[CH:25][C:24]([CH3:29])=[CH:23][C:22]=1[CH2:30][CH3:31])=O>CO.[OH-].[Na+]>[CH2:30]([C:22]1[CH:23]=[C:24]([CH3:29])[CH:25]=[C:26]([CH2:27][CH3:28])[C:21]=1[CH:7]1[C:6](=[O:5])[CH:13]2[CH:9]([CH2:10][CH:11]([CH:14]3[O:19][CH2:18][CH2:17][CH2:16][O:15]3)[CH2:12]2)[C:8]1=[O:20])[CH3:31] |f:2.3|. Reported procedure: 0.100 g (0.22 mmol) of 2-(2,6-diethyl-4-methylphenyl)-5-(1,3-dioxan-2-yl)-3-oxo-3,3a,4,5,6,6a-hexahydropentalen-1-yl 2,2-dimethylpropanoate in 10 ml of methanol and 4 ml of 1N aqueous sodium hydroxide solution is stirred at room temperature for 2 h. The mixture is then concentrated, the residue is taken up in water, the mixture is acidified to pH 4 using 2N HCl and extracted with ethyl acetate, the extract is dried (magnesium sulphate) and the solvent is distilled off. Chromatographic purificati...